This data is from the Open Reaction Database (ORD), a public repository of structured organic reaction records. The task is: describe an organic reaction: reactants, conditions, products, and yield The reactants are C(C)(C)I (isopropyl iodide), ClC1=CC=C(C=C1)CC(C(=O)O)=O (p-Chlorophenylpyruvic acid), aqueous solution, [OH-].[Na+] (sodium hydroxide), Cl (hydrochloric acid). Run in CO (methanol). Reaction conditions: temperature 35 celsius, time 36 hour. Product: O=C(C(=O)O)C(C(C)C)C1=CC=C(C=C1)Cl (2-oxo-3-(p-chlorophenyl)-4-methylpentanoic acid). Isolated yield 48.0%. As a reaction SMILES: [Cl:1][C:2]1[CH:7]=[CH:6][C:5]([CH2:8][C:9](=[O:13])[C:10]([OH:12])=[O:11])=[CH:4][CH:3]=1.[OH-].[Na+].[CH:16](I)([CH3:18])[CH3:17].Cl>CO>[O:13]=[C:9]([CH:8]([C:5]1[CH:4]=[CH:3][C:2]([Cl:1])=[CH:7][CH:6]=1)[CH:16]([CH3:18])[CH3:17])[C:10]([OH:12])=[O:11] |f:1.2|. Reported procedure: p-Chlorophenylpyruvic acid (1.98 g, 10.0 mmoles) was dissolved in 20 ml of methanol, and a 3N aqueous solution of sodium hydroxide (8.0 ml, 24 mmoles) was added to form a solution. Then, 2.0 ml of isopropyl iodide was added, and the mixture was stirred at 35° C. for 36 hours. The reaction mixture was acidified with 1N hydrochloric acid and extracted with three 30 ml portions of ether. The ether layers were dried over magnesium sulfate and concentrated under reduced pressure. The resulting pale y...